This data is from the Open Reaction Database (ORD), a public repository of structured organic reaction records. The task is: describe an organic reaction: reactants, conditions, products, and yield The reactants are C(C1=CC=CC=C1)Br (Benzylbromide), C(CC(=O)C)(=O)OCC (ethyl acetoacetate), [H-].[Na+] (NaH). The solvent is C1CCOC1 (THF), CCCCCC (hexane), C1CCOC1 (THF). Conditions: temperature -10 celsius, time 30 minute. Yields the product C(C)OC(CC(=O)CCC1=CC=CC=C1)=O (ethyl-benzylacetoacetate). RXN SMILES: [H-].[Na+].[C:3]([O:9][CH2:10][CH3:11])(=[O:8])[CH2:4][C:5]([CH3:7])=[O:6].[CH2:12](Br)[C:13]1[CH:18]=[CH:17][CH:16]=[CH:15][CH:14]=1>CCCCCC.C1COCC1>[CH2:10]([O:9][C:3](=[O:8])[CH2:4][C:5]([CH2:7][CH2:12][C:13]1[CH:18]=[CH:17][CH:16]=[CH:15][CH:14]=1)=[O:6])[CH3:11] |f:0.1|. Procedure: NaH (13.8 g, 0.6 mole) was washed twice with hexane (2×50 ml) and suspended in 250 ml of freshly distilled THF. Next ethyl acetoacetate (75 ml, excess) was added dropwise carefully while the receiving flask was cooled at -10° C. After the addition was complete, it was stirred at -10° C. for 2 hours and at room temperature for 30 min. Benzylbromide (51.0 g, 0.3 mole) in THF was added dropwise at room temperature to the above solution. The reaction mixture was stirred overnight at room temperature... The product is CN1CC[C@]23C=4C5=CC=C(C4O[C@H]2C(=O)CC[C@]3([C@H]1C5)O)O (Oxymorphone). Starting materials: CN1CC[C@]23[C@@H]4C(=O)C=C[C@]2([C@@H]1CC5=C3C(=C(C=C5)O)O4)O (14-hydroxymorphinone), [H][H] (hydrogen), CN1CC[C@]23[C@@H]4C(=O)C=C[C@]2([C@@H]1CC5=C3C(=C(C=C5)O)O4)O (14-hydroxymorphinone), CN1CC[C@]23[C@@H]4C(=O)C=C[C@]2([C@@H]1CC5=C3C(=C(C=C5)O)O4)O (14-hydroxymorphinone), [H][H] (hydrogen), O (water). Run in C(C)(=O)O (acetic acid). RXN SMILES: O.[CH3:2][N:3]1[C@H:13]2[CH2:14][C:15]3[CH:20]=[CH:19][C:18]([OH:21])=[C:17]4[O:22][C@H:7]5[C:8]([CH:10]=[CH:11][C@:12]2([OH:23])[C@:6]5([C:16]=34)[CH2:5][CH2:4]1)=[O:9].[H][H]>[Pd].C(O)(=O)C>[CH3:2][N:3]1[C@@H:13]2[CH2:14][C:15]3=[CH:20][CH:19]=[C:18]([OH:21])[C:17]4[O:22][C@H:7]5[C:8]([CH2:10][CH2:11][C@:12]2([OH:23])[C@:6]5([C:16]=43)[CH2:5][CH2:4]1)=[O:9]. Procedure: A hydrogenation vessel is charged with kg litre water and 0.73 kg acetic acid before adding 1 kg of 14-hydroxymorphinone prepared as in Example 1.1A and the mixture stirred until clear. 40 g of wet 10% Pd on carbon catalyst is added under a stream of nitrogen, and hydrogen supplied at 35-40 psi (2.41-2.76 bar). The temperature is maintained at 30±5° C. until hydrogen uptake stops, then the vessel is maintained at 35-40 psi (2.41-2.76 bar) and 30±5° C. for 3-4 hours. The reaction vessel is cooled... The reagents and catalysts are [Pd] (Pd on carbon). Conditions: temperature 30 celsius. The reactants are CCOc1cc(C(C)(C)C#N)ccc1C1=NC(C)(c2ccc(Cl)cc2)C(C)(c2ccc(Cl)cc2)N1C(=O)Cl, OCCN1CCNCC1. The product is CCOc1cc(C(C)(C)C#N)ccc1C1=NC(C)(c2ccc(Cl)cc2)C(C)(c2ccc(Cl)cc2)N1C(=O)N1CCN(CCO)CC1. As a reaction SMILES: [Cl:1][c:2]1[cH:3][cH:4][c:5]([C:8]2([CH3:38])[N:9]=[C:10]([c:24]3[c:25]([O:35][CH2:36][CH3:37])[cH:26][c:27]([C:30]([CH3:31])([CH3:32])[C:33]#[N:34])[cH:28][cH:29]3)[N:11]([C:21](=[O:22])[Cl:23])[C:12]2([CH3:13])[c:14]2[cH:15][cH:16][c:17]([Cl:20])[cH:18][cH:19]2)[cH:6][cH:7]1.[N:39]1([CH2:45][CH2:46][OH:47])[CH2:40][CH2:41][NH:42][CH2:43][CH2:44]1>>[Cl:1][c:2]1[cH:3][cH:4][c:5]([C:8]2([CH3:38])[N:9]=[C:10]([c:24]3[c:25]([O:35][CH2:36][CH3:37])[cH:26][c:27]([C:30]([CH3:31])([CH3:32])[C:33]#[N:34])[cH:28][cH:29]3)[N:11]([C:21](=[O:22])[N:42]3[CH2:41][CH2:40][N:39]([CH2:45][CH2:46][OH:47])[CH2:44][CH2:43]3)[C:12]2([CH3:13])[c:14]2[cH:15][cH:16][c:17]([Cl:20])[cH:18][cH:19]2)[cH:6][cH:7]1. The reactants are C(C1=CC=CC=C1)N1CC(OCC1)CCl (4-benzyl-2-chloromethylmorpholine), [N-]=[N+]=[N-].[Na+] (sodium azide), CN(C=O)C (dimethylformamide). The solvent is O (water). Conditions: temperature 130 celsius, time 2 hour. Product: N(=[N+]=[N-])CC1CN(CCO1)CC1=CC=CC=C1 (2-azidomethyl-4-benzylmorpholine). Yield: 97.2%. RXN SMILES: [CH2:1]([N:8]1[CH2:13][CH2:12][O:11][CH:10]([CH2:14]Cl)[CH2:9]1)[C:2]1[CH:7]=[CH:6][CH:5]=[CH:4][CH:3]=1.[N-:16]=[N+:17]=[N-:18].[Na+].CN(C)C=O>O>[N:16]([CH2:14][CH:10]1[O:11][CH2:12][CH2:13][N:8]([CH2:1][C:2]2[CH:7]=[CH:6][CH:5]=[CH:4][CH:3]=2)[CH2:9]1)=[N+:17]=[N-:18] |f:1.2|. Procedure: A mixture of 4-benzyl-2-chloromethylmorpholine (15.0 g), sodium azide (8.6 g), and dimethylformamide (150 ml) is stirred at 130° C. for 2 hours. The reaction mixture is diluted with water and extracted with diethyl ether. The organic layer is washed successively with water and saturated aqueous sodium chloride solution, and dried over magnesium sulfate. The solvent is distilled off under reduced pressure to give 2-azidomethyl-4-benzylmorpholine (15 g) as an oil. Reactants: FC1=C(C=CC=C1)C=1N=NN2C1NC(C(=C2)C2=CC=CC=C2)=O (3-(2-Fluorophenyl)-6-phenyl-4H-1,2,3-triazolo[1,5-α]pyrimidin-5-one), N(=NC(=O)OCC)C(=O)OCC (Diethyl azodicarboxylate), EtOAc hexanes, C1(=CC=CC=C1)P(C1=CC=CC=C1)C1=CC=CC=C1 (triphenylphosphine), C(C)N1N=CN=C1CO ((2-ethyl-2H-1,2,4-triazol-3-yl)methanol). The solvent is O1CCCC1 (tetrahydrofuran). Product: C(C)N1N=CN=C1COC1=NC=2N(C=C1C1=CC=CC=C1)N=NC2C2=C(C=CC=C2)F (5-(2-ethyl-2H-1,2,4-triazol-3-ylmethoxy)-3-(2-fluorophenyl)-6-phenyl-1,2,3-triazolo[1,5-α]pyrimidine). The yield is 52.0%. As a reaction SMILES: [F:1][C:2]1[CH:7]=[CH:6][CH:5]=[CH:4][C:3]=1[C:8]1[N:9]=[N:10][N:11]2[CH:16]=[C:15]([C:17]3[CH:22]=[CH:21][CH:20]=[CH:19][CH:18]=3)[C:14](=[O:23])[NH:13][C:12]=12.C1(P(C2C=CC=CC=2)C2C=CC=CC=2)C=CC=CC=1.[CH2:43]([N:45]1[C:49]([CH2:50]O)=[N:48][CH:47]=[N:46]1)[CH3:44].N(C(OCC)=O)=NC(OCC)=O>O1CCCC1>[CH2:43]([N:45]1[C:49]([CH2:50][O:23][C:14]2[C:15]([C:17]3[CH:22]=[CH:21][CH:20]=[CH:19][CH:18]=3)=[CH:16][N:11]3[N:10]=[N:9][C:8]([C:3]4[CH:4]=[CH:5][CH:6]=[CH:7][C:2]=4[F:1])=[C:12]3[N:13]=2)=[N:48][CH:47]=[N:46]1)[CH3:44]. Procedure details: 3-(2-Fluorophenyl)-6-phenyl-4H-1,2,3-triazolo[1,5-α]pyrimidin-5-one (95 mg, 0.31 mmol), triphenylphosphine (203 mg, 0.78 mmol) and (2-ethyl-2H-1,2,4-triazol-3-yl)methanol (110 mg, 0.78 mmol) were suspended in dry tetrahydrofuran (1,5 ml). Diethyl azodicarboxylate (123 μl, 0.78 mmol) was added and a solution resulted immediately. The reaction was stirred at room temperature for 16 hours before purification by preparative tlc (40% EtOAc/hexanes) to give a white solid which was recrystallised from ... Reactants: veronal Na HCl, N([C@@H](CC1=CC=CC=C1)C(=O)O)C(=O)OC(C)(C)C (Boc-Phe), N[C@@H](CC(C)C)C(=O)N (H-Leu-NH2). Solvent: CS(=O)C (DMSO). Run at time 3 hour. Product: N([C@@H](CC1=CC=CC=C1)C(=O)N[C@@H](CC(C)C)C(=O)N)C(=O)OC(C)(C)C (Boc-Phe-Leu-NH2). Reaction SMILES: [NH:1]([C:13]([O:15][C:16]([CH3:19])([CH3:18])[CH3:17])=[O:14])[C@H:2]([C:10]([OH:12])=O)[CH2:3][C:4]1[CH:9]=[CH:8][CH:7]=[CH:6][CH:5]=1.[NH2:20][C@H:21]([C:26]([NH2:28])=[O:27])[CH2:22][CH:23]([CH3:25])[CH3:24]>CS(C)=O>[NH:1]([C:13]([O:15][C:16]([CH3:19])([CH3:18])[CH3:17])=[O:14])[C@H:2]([C:10]([NH:20][C@H:21]([C:26]([NH2:28])=[O:27])[CH2:22][CH:23]([CH3:25])[CH3:24])=[O:12])[CH2:3][C:4]1[CH:5]=[CH:6][CH:7]=[CH:8][CH:9]=1. Procedure details: 1 ml 0.1M veronal-Na/HCl buffer, pH 8.3/50% (v/v) DMSO, containing 100 mM Boc-Phe-OCam, 300 mM H-Leu-NH2 and 100 μM trypsinogen is agitated at room temperature under pH control. After 3 hours, the reaction is stopped as described in Example 3. The yield is analytically determined with HPLC to be 93% of theory.